This data is from the Open Reaction Database (ORD), a public repository of structured organic reaction records. The task is: describe an organic reaction: reactants, conditions, products, and yield Reactants: IC=1C=C2C=CC=3N(C2=CC1)C=CN3 (7-Iodo-imidazo[1,2-a]quinoline), C(C)C(COC(CCS)=O)CCCC (3-mercaptopropionic acid 2-ethylhexyl ester), CCN(C(C)C)C(C)C (iPr2NEt), C1(=CC=CC=C1)P(C1=CC=CC=2C(C3=CC=CC(=C3OC12)P(C1=CC=CC=C1)C1=CC=CC=C1)(C)C)C1=CC=CC=C1 (4,5-bis(diphenylphosphino)-9,9-dimethylxanthene). The reagents and catalysts are C=1C=CC(=CC1)/C=C/C(=O)/C=C/C2=CC=CC=C2.C=1C=CC(=CC1)/C=C/C(=O)/C=C/C2=CC=CC=C2.C=1C=CC(=CC1)/C=C/C(=O)/C=C/C2=CC=CC=C2.[Pd].[Pd] (Pd2dba3). Solvent: O1CCOCC1 (1,4-dioxane). Reaction conditions: temperature 80 celsius. The product is C(C)C(COC(CCSC=1C=C2C=CC=3N(C2=CC1)C=CN3)=O)CCCC (3-(Imidazo[1,2-a]quinolin-7-ylsulfanyl)-propionic acid 2-ethyl-hexyl ester). Reaction SMILES: I[C:2]1[CH:3]=[C:4]2[C:9](=[CH:10][CH:11]=1)[N:8]1[CH:12]=[CH:13][N:14]=[C:7]1[CH:6]=[CH:5]2.[CH2:15]([CH:17]([CH2:25][CH2:26][CH2:27][CH3:28])[CH2:18][O:19][C:20](=[O:24])[CH2:21][CH2:22][SH:23])[CH3:16].CCN(C(C)C)C(C)C.C1(P(C2C=CC=CC=2)C2C3OC4C(=CC=CC=4P(C4C=CC=CC=4)C4C=CC=CC=4)C(C)(C)C=3C=CC=2)C=CC=CC=1>O1CCOCC1.C1C=CC(/C=C/C(/C=C/C2C=CC=CC=2)=O)=CC=1.C1C=CC(/C=C/C(/C=C/C2C=CC=CC=2)=O)=CC=1.C1C=CC(/C=C/C(/C=C/C2C=CC=CC=2)=O)=CC=1.[Pd].[Pd]>[CH2:15]([CH:17]([CH2:25][CH2:26][CH2:27][CH3:28])[CH2:18][O:19][C:20](=[O:24])[CH2:21][CH2:22][S:23][C:2]1[CH:3]=[C:4]2[C:9](=[CH:10][CH:11]=1)[N:8]1[CH:12]=[CH:13][N:14]=[C:7]1[CH:6]=[CH:5]2)[CH3:16] |f:5.6.7.8.9|. Reported procedure: 1g (120 mg, 0.5 mmol) and 3-mercaptopropionic acid 2-ethylhexyl ester (110 mg, 0.5 mmol) were dissolved in 1,4-dioxane (5 mL) and degassed with N2 for 10 minutes. iPr2NEt (0.15 mL, 0.84 mmol), Pd2dba3 (10 mg, 0.01 mmol), and 4,5-bis(diphenylphosphino)-9,9-dimethylxanthene (12 mg, 0.02 mmol) were added, and the mixture was degassed with N2 for an additional 10 minutes. The reaction was heated to 80° C. overnight, then cooled to room temperature, concentrated, and purified by silica gel chromatogr... The reactants are CCOCOc1ccc(OC)c(OCOCC)c1, C1CCOC1, [Li]CCCC, CI. Yields the product CCOCOc1ccc(OC)c(OCOCC)c1C. Reaction SMILES: [CH2:1]([CH3:2])[O:3][CH2:4][O:5][c:6]1[c:7]([O:17][CH3:18])[cH:8][cH:9][c:10]([O:12][CH2:13][O:14][CH2:15][CH3:16])[cH:11]1.[CH2:26]1[O:27][CH2:28][CH2:29][CH2:30]1.[CH3:19][CH2:20][CH2:21][CH2:22][Li:23].[CH3:24][I:25]>>[CH2:1]([CH3:2])[O:3][CH2:4][O:5][c:6]1[c:7]([O:17][CH3:18])[cH:8][cH:9][c:10]([O:12][CH2:13][O:14][CH2:15][CH3:16])[c:11]1[CH3:19]. Starting materials: FC(C(=O)OC(C(F)(F)F)=O)(F)F (trifluoroacetic anhydride), CC(=O)C (acetone), ClC=1C=C(C(C(=O)O)=CC1)O (4-chlorosalicylic acid). Solvent: FC(C(=O)O)(F)F (trifluoroacetic acid). Run at time 25 hour. Product: ClC1=CC2=C(C(OC(O2)(C)C)=O)C=C1 (7-Chloro-2,2-dimethyl-benzo[1,3]dioxin-4-one). Reaction SMILES: FC(F)(F)C(OC(=O)C(F)(F)F)=O.[CH3:14][C:15]([CH3:17])=[O:16].[Cl:18][C:19]1[CH:20]=[C:21]([OH:28])[C:22](=[CH:26][CH:27]=1)[C:23](O)=[O:24]>FC(F)(F)C(O)=O>[Cl:18][C:19]1[CH:27]=[CH:26][C:22]2[C:23](=[O:24])[O:16][C:15]([CH3:17])([CH3:14])[O:28][C:21]=2[CH:20]=1. Procedure details: 10 mL of trifluoroacetic anhydride and 2 mL of acetone were added to a 0° C. slurry of 4-chlorosalicylic acid (2.23 g, 13 mmol) in 16 mL of trifluoroacetic acid. The mixture was allowed to slowly warm to room temperature and stirred for 25 hours under a nitrogen atmosphere. The tan solution was concentrated under vacuum, dissolved and re-concentrated from toluene twice, and dried under vacuum. The crude solid was dissolved in ethyl acetate and washed twice with saturated sodium bicarbonate solut... The reactants are COC1=C(COCC2(CCN(CC2)C(=O)OC(C)(C)C)C2=CC=CC=C2)C=C(C=C1)[N+](=O)[O-] (tert-Butyl 4-((2-methoxy-5-nitrobenzyloxy)methyl)-4-phenylpiperidine-1-carboxylate). The reagents and catalysts are [Pd] (palladium). The solvent is CO (methanol). Reaction conditions: time 8 hour. Yields the product NC=1C=CC(=C(COCC2(CCN(CC2)C(=O)OC(C)(C)C)C2=CC=CC=C2)C1)OC (tert-Butyl 4-((5-amino-2-methoxybenzyloxy)methyl)-4-phenylpiperidine-1-carboxylate). Reaction SMILES: [CH3:1][O:2][C:3]1[CH:30]=[CH:29][C:28]([N+:31]([O-])=O)=[CH:27][C:4]=1[CH2:5][O:6][CH2:7][C:8]1([C:21]2[CH:26]=[CH:25][CH:24]=[CH:23][CH:22]=2)[CH2:13][CH2:12][N:11]([C:14]([O:16][C:17]([CH3:20])([CH3:19])[CH3:18])=[O:15])[CH2:10][CH2:9]1>CO.[Pd]>[NH2:31][C:28]1[CH:29]=[CH:30][C:3]([O:2][CH3:1])=[C:4]([CH:27]=1)[CH2:5][O:6][CH2:7][C:8]1([C:21]2[CH:22]=[CH:23][CH:24]=[CH:25][CH:26]=2)[CH2:13][CH2:12][N:11]([C:14]([O:16][C:17]([CH3:20])([CH3:19])[CH3:18])=[O:15])[CH2:10][CH2:9]1. Procedure details: tert-Butyl 4-((2-methoxy-5-nitrobenzyloxy)methyl)-4-phenylpiperidine-1-carboxylate (110 mg, 0.24 mmol) in methanol (3 mL) was flushed with nitrogen, and treated with palladium (10% on charcoal, 11.0 mg). The flask was flushed with hydrogen and allowed to stir under an atmosphere of hydrogen overnight. The reaction was flushed with nitrogen, filtered through celite, and concentrated to afford 96.0 mg (94%). 1H-NMR (CDCl3, 500 MHz) δ 7.33-7.38 (m, 4H), 7.22-7.25 (m, 1H), 6.62 (d, J=8.5 Hz, 1H), 6.... The reactants are O=C([O-])[O-], CCOC(C)=O, COC(=O)C(F)(F)Cl, [Cs+], [Cs+], CC(C)(CC(O)(Cn1ccc(=O)c2ccccc21)C(F)(F)F)c1cc(F)ccc1O, CN(C)C=O. RXN SMILES: [C:39](=[O:40])([O-:41])[O-:42].[CH3:50][CH2:51][O:52][C:53](=[O:54])[CH3:55].[Cl:31][C:32]([C:33]([O:34][CH3:35])=[O:36])([F:37])[F:38].[Cs+:43].[Cs+:44].[F:1][c:2]1[cH:3][cH:4][c:5]([OH:30])[c:6]([C:8]([CH2:9][C:10]([CH2:11][n:12]2[cH:13][cH:14][c:15](=[O:22])[c:16]3[cH:17][cH:18][cH:19][cH:20][c:21]23)([C:23]([F:24])([F:25])[F:26])[OH:27])([CH3:28])[CH3:29])[cH:7]1.[O:45]=[CH:46][N:47]([CH3:48])[CH3:49]>>[F:1][c:2]1[cH:3][cH:4][c:5]([O:30][CH:32]([F:37])[F:38])[c:6]([C:8]([CH2:9][C:10]([CH2:11][n:12]2[cH:13][cH:14][c:15](=[O:22])[c:16]3[cH:17][cH:18][cH:19][cH:20][c:21]23)([C:23]([F:24])([F:25])[F:26])[OH:27])([CH3:28])[CH3:29])[cH:7]1. Product: CC(C)(CC(O)(Cn1ccc(=O)c2ccccc21)C(F)(F)F)c1cc(F)ccc1OC(F)F. Reactants: COC=1C=C2CCN=CC2=CC1OC (6,7-dimethoxy-3,4-dihydroisoquinoline), FC1=C(CCl)C=CC=C1 (2-fluorobenzyl chloride). Run in C(CCl)Cl (ethylene chloride). Yields the product [Cl-].FC1=C(C[N+]2=CC3=CC(=C(C=C3CC2)OC)OC)C=CC=C1 (2-(2-Fluorobenzyl)-6,7-dimethoxy-3,4-dihydroisoquinolinium chloride). Reaction SMILES: [CH3:1][O:2][C:3]1[CH:4]=[C:5]2[C:10](=[CH:11][C:12]=1[O:13][CH3:14])[CH:9]=[N:8][CH2:7][CH2:6]2.[F:15][C:16]1[CH:23]=[CH:22][CH:21]=[CH:20][C:17]=1[CH2:18][Cl:19]>C(Cl)CCl>[Cl-:19].[F:15][C:16]1[CH:23]=[CH:22][CH:21]=[CH:20][C:17]=1[CH2:18][N+:8]1[CH2:7][CH2:6][C:5]2[C:10](=[CH:11][C:12]([O:13][CH3:14])=[C:3]([O:2][CH3:1])[CH:4]=2)[CH:9]=1 |f:3.4|. Reported procedure: The title compound is prepared analogously to Example A from 6,7-dimethoxy-3,4-dihydroisoquinoline and 2-fluorobenzyl chloride in ethylene chloride. Melting point: 196°-198° C. (Decomp.) Reactants: C#CCBr, CCO, Clc1ccc2c(c1)CC(N1CCNCC1)c1cc(Cl)ccc1O2, [Na+], [Na+], O=C([O-])[O-]. Product: C#CCN1CCN(C2Cc3cc(Cl)ccc3Oc3ccc(Cl)cc32)CC1. RXN SMILES: [CH2:30]([C:31]#[CH:32])[Br:33].[CH3:34][CH2:35][OH:36].[Cl:7][c:8]1[cH:9][c:10]2[c:11]([cH:28][cH:29]1)[O:12][c:13]1[c:14]([cH:23][c:24]([Cl:27])[cH:25][cH:26]1)[CH:15]([N:17]1[CH2:18][CH2:19][NH:20][CH2:21][CH2:22]1)[CH2:16]2.[Na+:1].[Na+:2].[O-:3][C:4](=[O:5])[O-:6]>>[Cl:7][c:8]1[cH:9][c:10]2[c:11]([cH:28][cH:29]1)[O:12][c:13]1[c:14]([cH:23][c:24]([Cl:27])[cH:25][cH:26]1)[CH:15]([N:17]1[CH2:18][CH2:19][N:20]([CH2:32][C:31]#[CH:30])[CH2:21][CH2:22]1)[CH2:16]2.